From a dataset of the Open Reaction Database (ORD), a public repository of structured organic reaction records. describe an organic reaction: reactants, conditions, products, and yield Conditions: time 16 hour. Yields the product ClC=1C=C(C=C(C1N=CN(C)C)Cl)N=CC1=CC=C(NC(C)=O)C=C1 (4'-[N-[3,5-Dichloro-4-(dimethylaminomethyleneamino)-phenyl]formimidoyl]acetanilide). Reaction SMILES: [Cl:1][C:2]1[CH:7]=[C:6]([NH2:8])[CH:5]=[C:4]([Cl:9])[C:3]=1[NH2:10].[C:11]([NH:14][C:15]1[CH:22]=[CH:21][C:18]([CH:19]=O)=[CH:17][CH:16]=1)(=[O:13])[CH3:12].CO[CH:25](OC)[N:26]([CH3:28])[CH3:27]>C(O)C.CCCCCC>[Cl:1][C:2]1[CH:7]=[C:6]([N:8]=[CH:19][C:18]2[CH:21]=[CH:22][C:15]([NH:14][C:11](=[O:13])[CH3:12])=[CH:16][CH:17]=2)[CH:5]=[C:4]([Cl:9])[C:3]=1[N:10]=[CH:25][N:26]([CH3:28])[CH3:27]. Reported procedure: A mixture of 3.5 g. of 2,6-dichloro-1,4-phenylenediamine and 3.3 g. of p-acetamidobenzaldehyde in 50 ml. of ethanol is refluxed for 21/2 hours. The reaction mixture is allowed to stand at room temperature for 16 hours, then evaporated in vacuo to give a solid. The solid in 25 ml. of N,N-dimethylformamide dimethylacetal is refluxed for 18 hours. The solvent is evaporated to provide a syrup which is dissolved in ethanol and n-hexane. The addition of more ethanol provides crystals. The crude produc... Run in CCCCCC (n-hexane), C(C)O (ethanol), C(C)O (ethanol), C(C)O (ethanol). The reactants are ClC1=C(C(=CC(=C1)N)Cl)N (2,6-dichloro-1,4-phenylenediamine), C(C)(=O)NC1=CC=C(C=O)C=C1 (p-acetamidobenzaldehyde), COC(N(C)C)OC (N,N-dimethylformamide dimethylacetal). The reactants are FC(CCCCN1N=C(C=C1)N)(C)F (1-(5,5-difluoro-hexyl)-1H-pyrazol-3-ylamine), C1(=CC=C(C=C1)/C=C/C(=O)O)C ((E)-3-p-tolyl-acrylic acid), 05b. The product is FC(CCCCN1N=C(C=C1)NC(\C=C\C1=CC=C(C=C1)C)=O)(C)F ((E)-N-[1-(5,5-Difluoro-hexyl)-1H-pyrazol-3-yl]-3-p-tolyl-acrylamide). As a reaction SMILES: [F:1][C:2]([F:14])([CH3:13])[CH2:3][CH2:4][CH2:5][CH2:6][N:7]1[CH:11]=[CH:10][C:9]([NH2:12])=[N:8]1.[C:15]1([CH3:26])[CH:20]=[CH:19][C:18](/[CH:21]=[CH:22]/[C:23](O)=[O:24])=[CH:17][CH:16]=1>>[F:14][C:2]([F:1])([CH3:13])[CH2:3][CH2:4][CH2:5][CH2:6][N:7]1[CH:11]=[CH:10][C:9]([NH:12][C:23](=[O:24])/[CH:22]=[CH:21]/[C:18]2[CH:19]=[CH:20][C:15]([CH3:26])=[CH:16][CH:17]=2)=[N:8]1. Procedure: Following general procedure B, starting from 1-(5,5-difluoro-hexyl)-1H-pyrazol-3-ylamine and (E)-3-p-tolyl-acrylic acid. LC-MS-conditions 05b: tR=1.12 min; [M+H]+=348.31. Reactants: C1(CC1)C=1C(=CC2=C(C(=C(O2)C2=CC=C(C=C2)OC2=CC=CC=C2)C(=O)OCC)C1)N1S(NCC1)(=O)=O (ethyl 5-cyclopropyl-6-(1,1-dioxo-1λ6-[1,2,5]thiadiazolidin-2-yl)-2-(4-phenoxy-phenyl)-benzofuran-3-carboxylate), [H-].[Na+] (NaH), CI (MeI). Solvent: CN(C)C=O (DMF). Conditions: time 15 minute. Product: C1(CC1)C=1C(=CC2=C(C(=C(O2)C2=CC=C(C=C2)OC2=CC=CC=C2)C(=O)OCC)C1)N1S(N(CC1)C)(=O)=O (ethyl 5-cyclopropyl-6-(5-methyl-1,1-dioxo-1λ6-[1,2,5]thiadiazolidin-2-yl)-2-(4-phenoxy-phenyl)-benzofuran-3-carboxylate). The yield is 51.2%. RXN SMILES: [CH:1]1([C:4]2[C:5]([N:31]3[CH2:35][CH2:34][NH:33][S:32]3(=[O:37])=[O:36])=[CH:6][C:7]3[O:11][C:10]([C:12]4[CH:17]=[CH:16][C:15]([O:18][C:19]5[CH:24]=[CH:23][CH:22]=[CH:21][CH:20]=5)=[CH:14][CH:13]=4)=[C:9]([C:25]([O:27][CH2:28][CH3:29])=[O:26])[C:8]=3[CH:30]=2)[CH2:3][CH2:2]1.[H-].[Na+].[CH3:40]I>CN(C=O)C>[CH:1]1([C:4]2[C:5]([N:31]3[CH2:35][CH2:34][N:33]([CH3:40])[S:32]3(=[O:36])=[O:37])=[CH:6][C:7]3[O:11][C:10]([C:12]4[CH:17]=[CH:16][C:15]([O:18][C:19]5[CH:20]=[CH:21][CH:22]=[CH:23][CH:24]=5)=[CH:14][CH:13]=4)=[C:9]([C:25]([O:27][CH2:28][CH3:29])=[O:26])[C:8]=3[CH:30]=2)[CH2:3][CH2:2]1 |f:1.2|. Procedure: To a solution of 62 (0.058 g, 0.11 mmol) and dry DMF (5 mL) was added sequentially NaH (5 mg, 0.12 mmol, 50% mineral oil dispersion) and MeI (0.08 mL, 0.14 mmol). The reaction mixture was stirred for 15 min then quenched with H2O and extracted with EtOAc/Et2O. The organic phase was washed sequentially with H2O and brine, dried (MgSO4), filtered and evaporated to afford 30 mg of ethyl 5-cyclopropyl-6-(5-methyl-1,1-dioxo-1λ6-[1,2,5]thiadiazolidin-2-yl)-2-(4-phenoxy-phenyl)-benzofuran-3-carboxylate... Starting materials: [Al+3], O=C1CSc2cccc(Cl)c2CN1, [H-], [H-], [H-], [H-], [Li+], [Na+], [Na+], O=S(=O)([O-])[O-], C1CCOC1. Yields the product Clc1cccc2c1CNCCS2. Reaction SMILES: [Al+3:15].[Cl:1][c:2]1[cH:3][cH:4][cH:5][c:6]2[c:7]1[CH2:8][NH:9][C:10](=[O:13])[CH2:11][S:12]2.[H-:14].[H-:17].[H-:18].[H-:19].[Li+:16].[Na+:20].[Na+:21].[O-:22][S:23](=[O:24])(=[O:25])[O-:26].[O:27]1[CH2:28][CH2:29][CH2:30][CH2:31]1>>[Cl:1][c:2]1[cH:3][cH:4][cH:5][c:6]2[c:7]1[CH2:8][NH:9][CH2:10][CH2:11][S:12]2. Reactants: [OH-].[Na+] (NaOH), C(C)OC(=O)CCCOC=1C=C2N=CC(NC2=CC1)=O (6-(3-ethoxycarbonylpropoxy)-2-oxo-1,2-dihydroquinoxaline), Cl (HCl). The solvent is C(C)O (ethanol). Conditions: time 1.25 hour. Yields the product C(=O)(O)CCCOC=1C=C2N=CC(NC2=CC1)=O (6-(3-carboxypropoxy)-2-oxo-1,2-dihydroquinoxaline). Reaction SMILES: [OH-].[Na+].C([O:5][C:6]([CH2:8][CH2:9][CH2:10][O:11][C:12]1[CH:13]=[C:14]2[C:19](=[CH:20][CH:21]=1)[NH:18][C:17](=[O:22])[CH:16]=[N:15]2)=[O:7])C.Cl>C(O)C>[C:6]([CH2:8][CH2:9][CH2:10][O:11][C:12]1[CH:13]=[C:14]2[C:19](=[CH:20][CH:21]=1)[NH:18][C:17](=[O:22])[CH:16]=[N:15]2)([OH:7])=[O:5] |f:0.1|. Procedure: 2N-NaOH 6 ml was added to compound 914 (1 g, 3.6 mM, as the starting material) dissolved in 50% aqueous ethanol 50 ml and the mixture was stirred at room temperature for 1-1.5 hour. Dilute HCl was added to the reaction mixture to adjust it to an acidic pH, and the solvent was distilled off in vacuo. The residue was dried in vacuo to obtain crude 6-(3-carboxypropoxy)-2-oxo-1,2-dihydroquinoxaline (compound 938). The reactants are BrC1=C(C=C(C(=N1)NCC1CCOCC1)Cl)Cl.BrC1=CC=C(C(=N1)NCC1CCOCC1)Cl (6-bromo-3,5-dichloro-N-((tetrahydro-2H-pyran-4-yl)methyl)pyridin-2-amine 6-bromo-3-chloro-N-((tetrahydro-2H-pyran-4-yl)methyl)pyridin-2-amine), C1CC(=O)N(C1=O)Cl (NCS). Run in C(C)#N (acetonitrile). Run at temperature 80 celsius. The product is BrC1=C(C=C(C(=N1)NCC1CCOCC1)Cl)Cl (6-bromo-3,5-dichloro-N-((tetrahydro-2H-pyran-4-yl)methyl)pyridin-2-amine). Reaction SMILES: [Br:1][C:2]1[N:7]=[C:6]([NH:8][CH2:9][CH:10]2[CH2:15][CH2:14][O:13][CH2:12][CH2:11]2)[C:5]([Cl:16])=[CH:4][C:3]=1[Cl:17].BrC1N=C(NCC2CCOCC2)C(Cl)=CC=1.C1C(=O)N(Cl)C(=O)C1>C(#N)C>[Br:1][C:2]1[N:7]=[C:6]([NH:8][CH2:9][CH:10]2[CH2:11][CH2:12][O:13][CH2:14][CH2:15]2)[C:5]([Cl:16])=[CH:4][C:3]=1[Cl:17] |f:0.1|. Procedure details: To a solution of a mixture of 6-bromo-3,5-dichloro-N-((tetrahydro-2H-pyran-4-yl)methyl)pyridin-2-amine/6-bromo-3-chloro-N-((tetrahydro-2H-pyran-4-yl)methyl)pyridin-2-amine (4.5 g, ratio ˜2:3) in acetonitrile (40 mL) was added NCS (1.250 g, 9.36 mmol). The mixture was heated to 80° C. for 50 min. The mixture was allowed to cool to ambient temperature and concentrated in vacuo. The resulting residue was purified by column chromatography [SiO2, 120 g, EtOAc/heptane] providing 6-bromo-3,5-dichloro-N... Starting materials: O (water), Cl (hydrochloric acid), C(C=C)C1(COC2=C1C=C(C=C2)C=CC(=O)OCC)C2=CC=1C(CCC(C1C=C2)(C)C)(C)C (ethyl 3-[3-allyl-3-(5,5,8,8-tetramethyl-5,6,7,8-tetrahydronaphthalen-2-yl)-2,3-dihydrobenzofuran-5-yl]acrylate), [OH-].[Na+] (sodium hydroxide). Solvent: C(C)(=O)OCC (ethyl acetate), C1CCOC1 (THF). Product: C(C=C)C1(COC2=C1C=C(C=C2)C=CC(=O)O)C2=CC=1C(CCC(C1C=C2)(C)C)(C)C (3-[3-Allyl-3-(5,5,8,8-tetramethyl-5,6,7,8-tetrahydronaphthalen-2-yl)-2,3-dihydrobenzofuran-5-yl]acrylic acid). RXN SMILES: [CH2:1]([C:4]1([C:20]2[CH:29]=[CH:28][C:27]3[C:26]([CH3:31])([CH3:30])[CH2:25][CH2:24][C:23]([CH3:33])([CH3:32])[C:22]=3[CH:21]=2)[C:8]2[CH:9]=[C:10]([CH:13]=[CH:14][C:15]([O:17]CC)=[O:16])[CH:11]=[CH:12][C:7]=2[O:6][CH2:5]1)[CH:2]=[CH2:3].[OH-].[Na+].O.Cl>C1COCC1.C(OCC)(=O)C>[CH2:1]([C:4]1([C:20]2[CH:29]=[CH:28][C:27]3[C:26]([CH3:31])([CH3:30])[CH2:25][CH2:24][C:23]([CH3:33])([CH3:32])[C:22]=3[CH:21]=2)[C:8]2[CH:9]=[C:10]([CH:13]=[CH:14][C:15]([OH:17])=[O:16])[CH:11]=[CH:12][C:7]=2[O:6][CH2:5]1)[CH:2]=[CH2:3] |f:1.2|. Reported procedure: A solution of ethyl 3-[3-allyl-3-(5,5,8,8-tetramethyl-5,6,7,8-tetrahydronaphthalen-2-yl)-2,3-dihydrobenzofuran-5-yl]acrylate (790 mg, 1.78 mmol) and sodium hydroxide (720 mg, 17.8 mmol) in THF (20 ml) is heated to reflux for 24 h. The mixture is treated with water and ethyl acetate, and acidified to pH 1 with a concentrated hydrochloric acid solution. After separation, the organic phase is washed twice with water, dried over magnesium sulphate, and concentrated in vacuo at 40° C. in a rotary eva...